Dataset: the Open Reaction Database (ORD), a public repository of structured organic reaction records. Task: describe an organic reaction: reactants, conditions, products, and yield Reported procedure: The title compound was prepared following the example in preparation 70, using 4-methoxymethyl-oxazole (110 mg), (2-amino-6-bromo-3-nitro-pyridin-4-yl)-(6-methyl-pyridin-3-ylmethyl)-carbamic acid ethyl ester (200 mg) and palladium bis(triphenylphosphine)dichloride (68 mg), giving the product (107 mg) as a yellow gum. As a reaction SMILES: [CH3:1][O:2][CH2:3][C:4]1[N:5]=[CH:6][O:7][CH:8]=1.[CH2:9]([O:11][C:12](=[O:33])[N:13]([C:22]1[CH:27]=[C:26](Br)[N:25]=[C:24]([NH2:29])[C:23]=1[N+:30]([O-:32])=[O:31])[CH2:14][C:15]1[CH:16]=[N:17][C:18]([CH3:21])=[CH:19][CH:20]=1)[CH3:10]>[Cl-].[Cl-].C1(P(C2C=CC=CC=2)C2C=CC=CC=2)C=CC=CC=1.C1(P(C2C=CC=CC=2)C2C=CC=CC=2)C=CC=CC=1.[Pd+2]>[CH2:9]([O:11][C:12](=[O:33])[N:13]([C:22]1[CH:27]=[C:26]([C:6]2[O:7][CH:8]=[C:4]([CH2:3][O:2][CH3:1])[N:5]=2)[N:25]=[C:24]([NH2:29])[C:23]=1[N+:30]([O-:32])=[O:31])[CH2:14][C:15]1[CH:16]=[N:17][C:18]([CH3:21])=[CH:19][CH:20]=1)[CH3:10] |f:2.3.4.5.6|. Product: C(C)OC(N(CC=1C=NC(=CC1)C)C1=C(C(=NC(=C1)C=1OC=C(N1)COC)N)[N+](=O)[O-])=O ([2-Amino-6-(4-methoxymethyl-oxazol-2-yl)-3-nitro-pyridin-4-yl]-(6-methyl-pyridin-3-ylmethyl)-carbamic acid ethyl ester), product. The reagents and catalysts are [Cl-].[Cl-].C1(=CC=CC=C1)P(C1=CC=CC=C1)C1=CC=CC=C1.C1(=CC=CC=C1)P(C1=CC=CC=C1)C1=CC=CC=C1.[Pd+2] (palladium bis(triphenylphosphine)dichloride). Reactants: COCC=1N=COC1 (4-methoxymethyl-oxazole), C(C)OC(N(CC=1C=NC(=CC1)C)C1=C(C(=NC(=C1)Br)N)[N+](=O)[O-])=O ((2-amino-6-bromo-3-nitro-pyridin-4-yl)-(6-methyl-pyridin-3-ylmethyl)-carbamic acid ethyl ester). Starting materials: ClCC(=O)N1C2=C(NC(C3=C1C=CC=C3)=O)C=CC=N2 (11-(chloroacetyl)-5,11-dihydro-6H-pyrido[2,3-b][1,4]benzodiazepin-6-one), C(C)N(CC)C[C@H]1NCCC1 ((S)-(+)-2-[(diethylamino)methyl]pyrrolidine), C(C)(=O)OCC.CO (ethyl acetate methanol). The solvent is C(C)O (ethanol). Yields the product C(C)N(CC)C[C@H]1N(CCC1)CC(=O)N1C2=C(NC(C3=C1C=CC=C3)=O)C=CC=N2 ((S)-11-[[2-[(Diethylamino)methyl]-1-pyrrolidinyl]-acetyl]-5,11-dihydro-6H-pyrido[2,3-b][1,4]benzodiazepin-6-one). As a reaction SMILES: Cl[CH2:2][C:3]([N:5]1[C:11]2[CH:12]=[CH:13][CH:14]=[CH:15][C:10]=2[C:9](=[O:16])[NH:8][C:7]2[CH:17]=[CH:18][CH:19]=[N:20][C:6]1=2)=[O:4].[CH2:21]([N:23]([CH2:26][C@@H:27]1[CH2:31][CH2:30][CH2:29][NH:28]1)[CH2:24][CH3:25])[CH3:22].C(OCC)(=O)C.CO>C(O)C>[CH2:21]([N:23]([CH2:26][C@@H:27]1[CH2:31][CH2:30][CH2:29][N:28]1[CH2:2][C:3]([N:5]1[C:11]2[CH:12]=[CH:13][CH:14]=[CH:15][C:10]=2[C:9](=[O:16])[NH:8][C:7]2[CH:17]=[CH:18][CH:19]=[N:20][C:6]1=2)=[O:4])[CH2:24][CH3:25])[CH3:22] |f:2.3|. Procedure: The title compound is prepared analogously to Example 31 from 11-(chloroacetyl)-5,11-dihydro-6H-pyrido[2,3-b][1,4]benzodiazepin-6-one and (S)-(+)-2-[(diethylamino)methyl]pyrrolidine to give colorless crystals, mp. 192°-193° C. (ethyl acetate/methanol 99:1 v/v); [α]D20 =29.4° (ethanol). Starting materials: O=C1NC=2C(=NC=CC2)N1C=1C=C2CCN(C2=CC1)C(=O)OC(C)(C)C (tert-butyl 5-(2-oxo-1,2-dihydro-3H-imidazo[4,5-b]pyridin-3-yl)-2,3-dihydro-1H-indole-1-carboxylate), IC(C)C (2-iodopropane), O (water). Run in CN(C)C=O (DMF). Conditions: temperature 60 celsius, time 4 hour. Product: CC(C)N1C(N(C2=NC=CC=C21)C=2C=C1CCN(C1=CC2)C(=O)OC(C)(C)C)=O (tert-Butyl 5-[1-(1-methylethyl)-2-oxo-1,2-dihydro-3H-imidazo[4,5-b]pyridin-3-yl]-2,3-dihydro-1H-indole-1-carboxylate). Yield: 34.4%. Reaction SMILES: [O:1]=[C:2]1[N:10]([C:11]2[CH:12]=[C:13]3[C:17](=[CH:18][CH:19]=2)[N:16]([C:20]([O:22][C:23]([CH3:26])([CH3:25])[CH3:24])=[O:21])[CH2:15][CH2:14]3)[C:5]2=[N:6][CH:7]=[CH:8][CH:9]=[C:4]2[NH:3]1.I[CH:28]([CH3:30])[CH3:29].O>CN(C=O)C>[CH3:29][CH:28]([N:3]1[C:4]2[C:5](=[N:6][CH:7]=[CH:8][CH:9]=2)[N:10]([C:11]2[CH:12]=[C:13]3[C:17](=[CH:18][CH:19]=2)[N:16]([C:20]([O:22][C:23]([CH3:26])([CH3:25])[CH3:24])=[O:21])[CH2:15][CH2:14]3)[C:2]1=[O:1])[CH3:30]. Reported procedure: A mixture of tert-butyl 5-(2-oxo-1,2-dihydro-3H-imidazo[4,5-b]pyridin-3-yl)-2,3-dihydro-1H-indole-1-carboxylate (1480 mg) and 2-iodopropane (714 mg) in DMF (5 mL) was stirred at 60° C. for 4 h, treated with water, and extracted with AcOEt. The organic layer was dried over MgSO4 and concentrated in vacuo. The residue was chromatographed on silica gel eluting with AcOEt/Hexane to give the title compound as white crystals (570 mg). The reactants are FC(S(=O)(=O)OC=1C(=CC(=C2C=CC=NC12)Cl)C(C)=O)(F)F (7-Acetyl-5-chloroquinolin-8-yl trifluoromethanesulfonate), Cl.N1CC(CC1)C#N (pyrrolidine-3-carbonitrile hydrochloride), C1=CC=C(C=C1)P(C2=CC=CC=C2)C3=C(C4=CC=CC=C4C=C3)C5=C(C=CC6=CC=CC=C65)P(C7=CC=CC=C7)C8=CC=CC=C8 ((S)-(−)-2,2′-bis(diphenylphosphino)-1,1′-binaphthyl), C([O-])([O-])=O.[Cs+].[Cs+] (cesium carbonate). Reagents/catalysts: C(C)(=O)[O-].[Pd+2].C(C)(=O)[O-] (palladium acetate). Run in O1CCCC1 (tetrahydrofuran), ClCCl (dichloromethane). Reaction conditions: temperature 65 celsius. Yields the product C(C)(=O)C1=CC(=C2C=CC=NC2=C1N1CC(CC1)C#N)Cl (1-(7-Acetyl-5-chloroquinolin-8-yl)pyrrolidine-3-carbonitrile). Yield: 15.7%. Reaction SMILES: FC(F)(F)S(O[C:7]1[C:8]([C:18](=[O:20])[CH3:19])=[CH:9][C:10]([Cl:17])=[C:11]2[C:16]=1[N:15]=[CH:14][CH:13]=[CH:12]2)(=O)=O.Cl.[NH:24]1[CH2:28][CH2:27][CH:26]([C:29]#[N:30])[CH2:25]1.C1C=CC(P(C2C=CC3C(=CC=CC=3)C=2C2C3C(=CC=CC=3)C=CC=2P(C2C=CC=CC=2)C2C=CC=CC=2)C2C=CC=CC=2)=CC=1.C(=O)([O-])[O-].[Cs+].[Cs+]>O1CCCC1.ClCCl.C([O-])(=O)C.[Pd+2].C([O-])(=O)C>[C:18]([C:8]1[C:7]([N:24]2[CH2:28][CH2:27][CH:26]([C:29]#[N:30])[CH2:25]2)=[C:16]2[C:11]([CH:12]=[CH:13][CH:14]=[N:15]2)=[C:10]([Cl:17])[CH:9]=1)(=[O:20])[CH3:19] |f:1.2,4.5.6,9.10.11|. Reported procedure: A stirred mixture of 7-acetyl-5-chloroquinolin-8-yl trifluoromethanesulfonate (0.12 g, 0.34 mmol, from Example 47, Step 2), pyrrolidine-3-carbonitrile hydrochloride (0.054 g, 0.41 mmol), palladium acetate (1.5 mg, 0.0068 mmol), (S)-(−)-2,2′-bis(diphenylphosphino)-1,1′-binaphthyl (6.3 mg, 0.010 mmol), and cesium carbonate (0.31 g, 0.95 mmol) in tetrahydrofuran (3 mL) was heated at 65° C. overnight. The mixture was cooled, diluted with dichloromethane and filtered. The filtrate was washed with bri... Solvent: C(C)(=O)OCC (ethyl acetate), O (water), CN(C=O)C (N,N-dimethylformamide). Reaction SMILES: [OH:1][C:2]1[C:3]([C:12]#[N:13])=[CH:4][C:5]2[C:10]([CH:11]=1)=[CH:9][CH:8]=[CH:7][CH:6]=2.Cl[CH2:15][C:16]([C:18]1[CH:23]=[CH:22][C:21]([Cl:24])=[CH:20][C:19]=1[Cl:25])=[O:17].C(=O)([O-])[O-].[K+].[K+]>CN(C)C=O.C(OCC)(=O)C.O>[NH2:13][C:12]1[C:3]2[CH:4]=[C:5]3[C:10]([CH:9]=[CH:8][CH:7]=[CH:6]3)=[CH:11][C:2]=2[O:1][C:15]=1[C:16]([C:18]1[CH:23]=[CH:22][C:21]([Cl:24])=[CH:20][C:19]=1[Cl:25])=[O:17] |f:2.3.4|. Reported procedure: To a stirred solution of 3-hydroxy-naphthalene-2-carbonitrile from step 2 (200 mg, 1.18 mmol) and 2,2′,4′-trichloroacetophenone (317 mg, 1.42 mmol, 1.2 eq) in anhydrous N,N-dimethylformamide (4.7 mL) was added potassium carbonate (326.7 mg, 2.36 mmol, 2.0 eq), and the orange reaction mixture was stirred at 80° C. for 16 h. The resulting dark wine colored reaction was diluted with ethyl acetate and water. The organic layer was washed with saturated aqueous ammonium chloride, water, brine, and dri... Conditions: temperature 80 celsius, time 16 hour. Product: NC=1C2=C(OC1C(=O)C1=C(C=C(C=C1)Cl)Cl)C=C1C=CC=CC1=C2 ((3-Amino-naphtho[2,3-b]furan-2-yl)-(2,4-dichloro-phenyl)methanone). Reactants: OC=1C(=CC2=CC=CC=C2C1)C#N (3-hydroxy-naphthalene-2-carbonitrile), ClCC(=O)C1=C(C=C(C=C1)Cl)Cl (2,2′,4′-trichloroacetophenone), C([O-])([O-])=O.[K+].[K+] (potassium carbonate). Isolated yield 57.8%. Reactants: C1(=CC=CC=C1)C(CCCOC=1C=CC=C2CCC(NC12)=O)=S(=O)=O (8-(4-phenyl-sulfonyl-butoxy)-3,4-dihydro-carbostyril), ClC=1C(C(=C(C(C1Cl)=O)C#N)C#N)=O (2,3-dichloro-5,6-dicyano-benzoquinone). Yields the product C1(=CC=CC=C1)S(=O)(=O)CCCCOC=1C=CC=C2C=CC(NC12)=O (8-(4-Phenylsulfonyl-butoxy)-carbostyril). As a reaction SMILES: C1([C:7](=[S:23](=[O:25])=[O:24])[CH2:8][CH2:9][CH2:10][O:11][C:12]2[CH:13]=[CH:14][CH:15]=[C:16]3[C:21]=2[NH:20][C:19](=[O:22])[CH2:18][CH2:17]3)C=CC=CC=1.Cl[C:27]1[C:28](=O)[C:29](C#N)=[C:30](C#N)[C:31](=O)[C:32]=1Cl>>[C:27]1([S:23]([CH2:7][CH2:8][CH2:9][CH2:10][O:11][C:12]2[CH:13]=[CH:14][CH:15]=[C:16]3[C:21]=2[NH:20][C:19](=[O:22])[CH:18]=[CH:17]3)(=[O:24])=[O:25])[CH:28]=[CH:29][CH:30]=[CH:31][CH:32]=1. Procedure details: Prepared analogous to Example 86 from 8-(4-phenyl-sulfonyl-butoxy)-3,4-dihydro-carbostyril and 2,3-dichloro-5,6-dicyano-benzoquinone. Starting materials: BrCCC=1C=C2C(=CNC2=CC1)CCN1CCN(CC1)C1=NC=CC2=C1C=CN2 (4-{4-[2-(5-Bromoethyl-1H-indol-3-yl)ethyl]-1-piperazinyl}-1H-pyrrolo[3,2-c]pyridine), C(C1=CC=CC=C1)(C1=CC=CC=C1)(C1=CC=CC=C1)C=1NC=CN1 (tritylimidazole), CO (methanol). Solvent: C(C)#N (acetonitrile). The product is N1(C=NC=C1)CC=1C=C2C(=CNC2=CC1)CCN1CCN(CC1)C1=NC=CC2=C1C=CN2 (4-(4-{2-[5-(Imidazol-1-ylmethyl)-1H-indol-3-yl]ethyl}-1-piperazinyl)-1H-Pyrrolo[3,2-c]pyridine). As a reaction SMILES: BrCC[C:4]1[CH:5]=[C:6]2[C:10](=[CH:11][CH:12]=1)[NH:9][CH:8]=[C:7]2[CH2:13][CH2:14][N:15]1[CH2:20][CH2:19][N:18]([C:21]2[C:26]3[CH:27]=[CH:28][NH:29][C:25]=3[CH:24]=[CH:23][N:22]=2)[CH2:17][CH2:16]1.C([C:49]1[NH:50][CH:51]=[CH:52][N:53]=1)(C1C=CC=CC=1)(C1C=CC=CC=1)C1C=CC=CC=1.[CH3:54]O>C(#N)C>[N:53]1([CH2:54][C:4]2[CH:5]=[C:6]3[C:10](=[CH:11][CH:12]=2)[NH:9][CH:8]=[C:7]3[CH2:13][CH2:14][N:15]2[CH2:20][CH2:19][N:18]([C:21]3[C:26]4[CH:27]=[CH:28][NH:29][C:25]=4[CH:24]=[CH:23][N:22]=3)[CH2:17][CH2:16]2)[CH:52]=[CH:51][N:50]=[CH:49]1. Reported procedure: A solution of 3.7 mmol of the compound obtained in Step 6 and 4.1 mmol of tritylimidazole in 50 ml of acetonitrile is heated at reflux for 24 hours and then heated at 60° C. for 24 hours in the presence of 50 ml of methanol. The reaction mixture is then concentrated in vacuo. The residue is taken up in a 5/1 biphasic mixture: dichloromethane/20% sodium hydroxide solution. The organic phase is dried, filtered and concentrated under reduced pressure, enabling the expected product to be obtained. Starting materials: CCCCN1C(=O)C(Cl)=C(c2ccccc2)S1(=O)=O, COCCN. The product is CCCCN1C(=O)C(NCCOC)=C(c2ccccc2)S1(=O)=O. As a reaction SMILES: [CH2:1]([CH2:2][CH2:3][CH3:4])[N:5]1[S:6](=[O:18])(=[O:19])[C:7]([c:12]2[cH:13][cH:14][cH:15][cH:16][cH:17]2)=[C:8]([Cl:11])[C:9]1=[O:10].[CH3:20][O:21][CH2:22][CH2:23][NH2:24]>>[CH2:1]([CH2:2][CH2:3][CH3:4])[N:5]1[S:6](=[O:18])(=[O:19])[C:7]([c:12]2[cH:13][cH:14][cH:15][cH:16][cH:17]2)=[C:8]([NH:24][CH2:23][CH2:22][O:21][CH3:20])[C:9]1=[O:10]. Reactants: ClC=1C=C(CNC=2C=C(N(N2)C)C(O)C2=CN(C3=NC=C(C=C32)F)[Si](C(C)C)(C(C)C)C(C)C)C=CC1 ([5-(3-chloro-benzylamino)-2-methyl-2H-pyrazol-3-yl]-(5-fluoro-1-triisopropylsilanyl-1H-pyrrolo[2,3-b]pyridin-3-yl)-methanol), C(C)[SiH](CC)CC (triethylsilane), FC(C(=O)O)(F)F (trifluoroacetic acid). The solvent is ClCCl (dichloromethane). Reaction conditions: time 8 hour. The product is ClC=1C=C(CNC2=NN(C(=C2)CC2=CNC3=NC=C(C=C32)F)C)C=CC1 ((3-chloro-benzyl)-[5-(5-fluoro-1H-pyrrolo[2,3-b]pyridin-3-ylmethyl)-1-methyl-1H-pyrazol-3-yl]-amine). RXN SMILES: [Cl:1][C:2]1[CH:3]=[C:4]([CH:35]=[CH:36][CH:37]=1)[CH2:5][NH:6][C:7]1[CH:8]=[C:9]([CH:13]([C:15]2[C:23]3[C:18](=[N:19][CH:20]=[C:21]([F:24])[CH:22]=3)[N:17]([Si](C(C)C)(C(C)C)C(C)C)[CH:16]=2)O)[N:10]([CH3:12])[N:11]=1.C([SiH](CC)CC)C.FC(F)(F)C(O)=O>ClCCl>[Cl:1][C:2]1[CH:3]=[C:4]([CH:35]=[CH:36][CH:37]=1)[CH2:5][NH:6][C:7]1[CH:8]=[C:9]([CH2:13][C:15]2[C:23]3[C:18](=[N:19][CH:20]=[C:21]([F:24])[CH:22]=3)[NH:17][CH:16]=2)[N:10]([CH3:12])[N:11]=1. Procedure details: To [5-(3-chloro-benzylamino)-2-methyl-2H-pyrazol-3-yl]-(5-fluoro-1-triisopropylsilanyl-1H-pyrrolo[2,3-b]pyridin-3-yl)-methanol (147, 0.070 g, 0.13 mmol) in 4 mL of dichloromethane, triethylsilane (0.210 mL, 1.31 mmol) and trifluoroacetic acid (0.100 mL, 1.30 mmol) were added and the reaction stirred overnight at room temperature. The reaction was concentrated under vacuum, then ethyl acetate was added, then washed with 1M aqueous potassium carbonate, then brine. The organic layer was dried over ...